This data is from the Open Reaction Database (ORD), a public repository of structured organic reaction records. The task is: describe an organic reaction: reactants, conditions, products, and yield The reactants are C(C)OC=1C=C(C=CC1OCC)C1=NC(=NO1)C1=C2CCN(C2=CC=C1)C(=O)NCC(=O)OCC (Ethyl 2-(4-(5-(3,4-diethoxyphenyl)-1,2,4-oxadiazol-3-yl)indoline-1-carboxamido)acetate), C(CCCCCCC)C1=CC=C(C=C1)NC(NCCC(=O)OCC)=O (ethyl 3-(3-(4-octylphenyl)ureido)propanoate). The product is C(C)OC=1C=C(C=CC1OCC)C1=NC(=NO1)C1=C2CCN(C2=CC=C1)C(=O)NCC(=O)O (2-(4-(5-(3,4-Diethoxyphenyl)-1,2,4-oxadiazol-3-yl)indoline-1-carboxamido)acetic acid). Isolated yield 75.0%. Reaction SMILES: [CH2:1]([O:3][C:4]1[CH:5]=[C:6]([C:13]2[O:17][N:16]=[C:15]([C:18]3[CH:26]=[CH:25][CH:24]=[C:23]4[C:19]=3[CH2:20][CH2:21][N:22]4[C:27]([NH:29][CH2:30][C:31]([O:33]CC)=[O:32])=[O:28])[N:14]=2)[CH:7]=[CH:8][C:9]=1[O:10][CH2:11][CH3:12])[CH3:2].C(C1C=CC(NC(=O)NCCC(OCC)=O)=CC=1)CCCCCCC>>[CH2:1]([O:3][C:4]1[CH:5]=[C:6]([C:13]2[O:17][N:16]=[C:15]([C:18]3[CH:26]=[CH:25][CH:24]=[C:23]4[C:19]=3[CH2:20][CH2:21][N:22]4[C:27]([NH:29][CH2:30][C:31]([OH:33])=[O:32])=[O:28])[N:14]=2)[CH:7]=[CH:8][C:9]=1[O:10][CH2:11][CH3:12])[CH3:2]. Procedure: When the product of Step D was substituted for ethyl 3-(3-(4-octylphenyl)ureido)propanoate in Example 11, Step B the identical process afforded the title compound in 75% yield. 1H-NMR (DMSO-d6) 8.03 (d, 1H, J=9 Hz); 7.73 (dd, 1H, J=2, 8 Hz); 7.61-7.59 (m, 2H); 7.29 (t, 1H, J=7.9 Hz); 7.17 (d, 1H, J=8.6 Hz); 7.09 (broad m, 1H); 4.17-4.0 (m, 4H); 3.98 (t, 2H, J=5.8 Hz); 3.74 (d, 2H, J=5.2 Hz); 3.47 (t, 2H, J=9 Hz); 1.38-1.32 (m, 6H). Starting materials: O=C([O-])O, CCI, CCO, Cc1cc(Cl)c(N)cc1O, [Na+], O. Product: CCNc1cc(O)c(C)cc1Cl. Reaction SMILES: [C:14](=[O:15])([O-:16])[OH:17].[CH2:11]([CH3:12])[I:13].[CH3:19][CH2:20][OH:21].[Cl:1][c:2]1[cH:3][c:4]([CH3:10])[c:5]([OH:9])[cH:6][c:7]1[NH2:8].[Na+:18].[OH2:22]>>[Cl:1][c:2]1[cH:3][c:4]([CH3:10])[c:5]([OH:9])[cH:6][c:7]1[NH:8][CH2:11][CH3:12]. Reactants: FC=1C=C(C(=CC1OCCCN1CCCCC1)N)N (4-fluoro-5-(3-piperidin-1-ylpropoxy)benzene-1,2-diamine), [N+](=O)([O-])C=1C(=NN(C1)C1OCCCC1)C=O (4-nitro-1-(tetrahydropyran-2-yl)-1H-pyrazole-3-carbaldehyde). Solvent: CO (methanol). The product is FC1=CC2=C(NC(=N2)C2=NN(C=C2[N+](=O)[O-])C2OCCCC2)C=C1OCCCN1CCCCC1 (5-fluoro-2-[4-nitro-1-(tetrahydropyran-2-yl)-1H-pyrazol-3-yl]-6-(3-piperidin-1-ylpropoxy)-1H-benzimidazol). Reaction SMILES: [F:1][C:2]1[CH:3]=[C:4]([NH2:19])[C:5]([NH2:18])=[CH:6][C:7]=1[O:8][CH2:9][CH2:10][CH2:11][N:12]1[CH2:17][CH2:16][CH2:15][CH2:14][CH2:13]1.[N+:20]([C:23]1[C:24]([CH:34]=O)=[N:25][N:26]([CH:28]2[CH2:33][CH2:32][CH2:31][CH2:30][O:29]2)[CH:27]=1)([O-:22])=[O:21]>CO>[F:1][C:2]1[C:7]([O:8][CH2:9][CH2:10][CH2:11][N:12]2[CH2:17][CH2:16][CH2:15][CH2:14][CH2:13]2)=[CH:6][C:5]2[NH:18][C:34]([C:24]3[C:23]([N+:20]([O-:22])=[O:21])=[CH:27][N:26]([CH:28]4[CH2:33][CH2:32][CH2:31][CH2:30][O:29]4)[N:25]=3)=[N:19][C:4]=2[CH:3]=1. Reported procedure: A solution of 200 mg of 4-fluoro-5-(3-piperidin-1-ylpropoxy)benzene-1,2-diamine and 181 mg of 4-nitro-1-(tetrahydropyran-2-yl)-1H-pyrazole-3-carbaldehyde in 15 mL of methanol is stirred at ambient temperature over night. The reaction medium is concentrated to dryness under vacuum in a rotary evaporator. The reaction crude is purified by flash chromatography on a 20 g silica cartridge, eluent: 100/0 to 80/20 dichloromethane/methanol. 280 mg of 5-fluoro-2-[4-nitro-1-(tetrahydropyran-2-yl)-1H-pyraz... The reactants are C([O-])(O)=O.[Na+] (sodium bicarbonate), BrCC(=O)C1=CC(=C(C=C1)O)CO (2-Bromo-4'-hydroxy-3'-hydroxymethylacetophenone), O.C1(=CC=C(C=C1)S(=O)(=O)O)C (p-toluenesulfonic acid monohydrate), COC(C)(C)OC (acetone dimethyl acetal). Run in CC(=O)C (acetone). The product is BrCC(=O)C1=CC2=C(OC(OC2)(C)C)C=C1 (2-bromo-1-(2,2-dimethylbenzo[1,2-d]-1,3-dioxan-6-yl)-1-ethanone). The yield is 6402.1%. As a reaction SMILES: [Br:1][CH2:2][C:3]([C:5]1[CH:10]=[CH:9][C:8]([OH:11])=[C:7]([CH2:12][OH:13])[CH:6]=1)=[O:4].O.[C:15]1(C)[CH:20]=CC(S(O)(=O)=O)=C[CH:16]=1.COC(OC)(C)C.C(=O)(O)[O-].[Na+]>CC(C)=O>[Br:1][CH2:2][C:3]([C:5]1[CH:10]=[CH:9][C:8]2[O:11][C:15]([CH3:20])([CH3:16])[O:13][CH2:12][C:7]=2[CH:6]=1)=[O:4] |f:1.2,4.5|. Procedure: 2-Bromo-4'-hydroxy-3'-hydroxymethylacetophenone (17.7 g), 124 mg of p-toluenesulfonic acid monohydrate and 256 ml of acetone dimethyl acetal were dissolved in 256 ml of acetone and the mixture was heated under reflux for 30 minutes. After cooling, an aqueous saturated sodium bicarbonate solution was added to the reaction solution, and the mixture was extracted with ethyl acetate. The extract was washed with water and brine and then dried over anhydrous magnesium sulfate. The solvent was evaporat...